From a dataset of the Open Reaction Database (ORD), a public repository of structured organic reaction records. describe an organic reaction: reactants, conditions, products, and yield Starting materials: [I-].[Na+] (sodium iodide), C1CCC2=NCCCN2CC1 (DBU), C1(CCCC1)C1(CC(CC(O1)=O)=O)CCC1=CC=C(C=C1)OC (6-cyclopentyl-6-[2-(4-methoxyphenyl)ethyl]dihydro-2H-pyran-2,4(3H)-dione), C(C1=CC=CC=C1)Br (Benzyl bromide). The solvent is C1=CC=CC=C1 (benzene). Conditions: time 20 minute. Yields the product C(C1=CC=CC=C1)C1C(OC(CC1=O)(CCC1=CC=C(C=C1)OC)C1CCCC1)=O (3-benzyl-6-cyclopentyl-6-[2-(4-methoxyphenyl)ethyl]dihydro-2H-pyran-2,4(3H)-dione). Yield: 12.7%. As a reaction SMILES: C1CCN2C(=NCCC2)CC1.[CH:12]1([C:17]2([CH2:25][CH2:26][C:27]3[CH:32]=[CH:31][C:30]([O:33][CH3:34])=[CH:29][CH:28]=3)[O:22][C:21](=[O:23])[CH2:20][C:19](=[O:24])[CH2:18]2)[CH2:16][CH2:15][CH2:14][CH2:13]1.[CH2:35](Br)[C:36]1[CH:41]=[CH:40][CH:39]=[CH:38][CH:37]=1.[I-].[Na+]>C1C=CC=CC=1>[CH2:35]([CH:20]1[C:19](=[O:24])[CH2:18][C:17]([CH:12]2[CH2:16][CH2:15][CH2:14][CH2:13]2)([CH2:25][CH2:26][C:27]2[CH:32]=[CH:31][C:30]([O:33][CH3:34])=[CH:29][CH:28]=2)[O:22][C:21]1=[O:23])[C:36]1[CH:41]=[CH:40][CH:39]=[CH:38][CH:37]=1 |f:3.4|. Procedure: DBU (28.6 ul, 0.191 mmol) was added to a solution of 6-cyclopentyl-6-[2-(4-methoxyphenyl)ethyl]dihydro-2H-pyran-2,4(3H)-dione (55 mg, 0.174 mmol, described below) in benzene (1.9 ml), under an atmosphere of argon. Benzyl bromide (21 ul, 0.174 mmol) was then added. The reaction mixture was stirred at room temperature for 20 minutes, followed by the addition of 5 crystals of sodium iodide. The reaction mixture was stirred for a further 24 hrs, after which time the mixture was filtered through a pl... The reactants are CC(=O)c1ccc(O)cc1O, CC(C)=O, COCCl, [K+], [K+], O=C([O-])[O-]. Yields the product COCOc1ccc(C(C)=O)c(O)c1. As a reaction SMILES: [CH3:1][C:2](=[O:3])[c:4]1[cH:5][cH:6][c:7]([OH:8])[cH:9][c:10]1[OH:11].[CH3:22][C:23](=[O:24])[CH3:25].[Cl:18][CH2:19][O:20][CH3:21].[K+:12].[K+:13].[O-:14][C:15]([O-:16])=[O:17]>>[CH3:1][C:2](=[O:3])[c:4]1[cH:5][cH:6][c:7]([O:8][CH2:19][O:20][CH3:21])[cH:9][c:10]1[OH:11]. The reactants are C(C)N(C1=C(C=C(C(=C1)OC)OC)[C@H]1CC=2C=CC(=CC2CC1)OC(C(C)(C)C)=O)C(C1=CC=C(C=C1)O)=O (pivalic acid (R)-6-{2-[ethyl(4-hydroxybenzoyl)amino]-4,5-dimethoxyphenyl}-5,6,7,8-tetrahydronaphthalen-2-yl ester), ClCC(=O)N(C)C(C)C (2-chloro-N-isopropyl-N-methylacetamide). The product is C(C)N(C1=C(C=C(C(=C1)OC)OC)[C@H]1CC=2C=CC(=CC2CC1)O)CC1=CC=C(C=C1)OCCN(C)C(C)C ((R)-6-{2-{Ethyl{4-[2-(isopropylmethylamino)ethoxy]benzyl}amino}-4,5-dimethoxyphenyl}-5,6,7,8-tetrahydronaphthalen-2-ol). Yield: 35.6%. Reaction SMILES: [CH2:1]([N:3]([C:31](=O)[C:32]1[CH:37]=[CH:36][C:35]([OH:38])=[CH:34][CH:33]=1)[C:4]1[CH:9]=[C:8]([O:10][CH3:11])[C:7]([O:12][CH3:13])=[CH:6][C:5]=1[C@@H:14]1[CH2:23][CH2:22][C:21]2[CH:20]=[C:19]([O:24]C(=O)C(C)(C)C)[CH:18]=[CH:17][C:16]=2[CH2:15]1)[CH3:2].Cl[CH2:41][C:42]([N:44]([CH:46]([CH3:48])[CH3:47])[CH3:45])=O>>[CH2:1]([N:3]([CH2:31][C:32]1[CH:37]=[CH:36][C:35]([O:38][CH2:41][CH2:42][N:44]([CH:46]([CH3:48])[CH3:47])[CH3:45])=[CH:34][CH:33]=1)[C:4]1[CH:9]=[C:8]([O:10][CH3:11])[C:7]([O:12][CH3:13])=[CH:6][C:5]=1[C@@H:14]1[CH2:23][CH2:22][C:21]2[CH:20]=[C:19]([OH:24])[CH:18]=[CH:17][C:16]=2[CH2:15]1)[CH3:2]. Reported procedure: Synthesized from pivalic acid (R)-6-{2-[ethyl(4-hydroxybenzoyl)amino]-4,5-dimethoxyphenyl}-5,6,7,8-tetrahydronaphthalen-2-yl ester (16 mg) and 2-chloro-N-isopropyl-N-methylacetamide (8.1 mg) according to an analogous synthetic method to Example 404 and purified by LC-MS, the title compound (5.7 mg) was obtained. Starting materials: CC(C)(C)OC(=O)CCOCCOCCOCCN, CCN(C(C)C)C(C)C, ClCCl, CC(=O)CC(=O)CCc1ccc(NC(=O)CCCC(=O)ON2C(=O)CCC2=O)cc1. Product: CC(=O)CC(=O)CCc1ccc(NC(=O)CCCC(=O)NCCOCCOCCOCCC(=O)OC(C)(C)C)cc1. As a reaction SMILES: [C:31]([CH3:32])([CH3:33])([CH3:34])[O:35][C:36]([CH2:37][CH2:38][O:39][CH2:40][CH2:41][O:42][CH2:43][CH2:44][O:45][CH2:46][CH2:47][NH2:48])=[O:49].[CH:50]([N:51]([CH2:52][CH3:53])[CH:54]([CH3:55])[CH3:56])([CH3:57])[CH3:58].[Cl:59][CH2:60][Cl:61].[O:1]=[C:2]1[CH2:3][CH2:4][C:5](=[O:6])[N:7]1[O:8][C:9]([CH2:10][CH2:11][CH2:12][C:13]([NH:14][c:15]1[cH:16][cH:17][c:18]([CH2:21][CH2:22][C:23]([CH2:24][C:25]([CH3:26])=[O:27])=[O:28])[cH:19][cH:20]1)=[O:29])=[O:30]>>[C:9]([CH2:10][CH2:11][CH2:12][C:13]([NH:14][c:15]1[cH:16][cH:17][c:18]([CH2:21][CH2:22][C:23]([CH2:24][C:25]([CH3:26])=[O:27])=[O:28])[cH:19][cH:20]1)=[O:29])(=[O:30])[NH:48][CH2:47][CH2:46][O:45][CH2:44][CH2:43][O:42][CH2:41][CH2:40][O:39][CH2:38][CH2:37][C:36]([O:35][C:31]([CH3:32])([CH3:33])[CH3:34])=[O:49]. The reactants are COC(=O)C=CC(=O)[O-], CO. Yields the product COC(=O)C=CC(=O)OC. As a reaction SMILES: [C:1]([CH:2]=[CH:3][C:4](=[O:5])[O-:6])(=[O:7])[O:8][CH3:9].[CH3:10][OH:11]>>[C:1]([CH:2]=[CH:3][C:4](=[O:5])[O:6][CH3:10])(=[O:7])[O:8][CH3:9]. Yield: 32.4%. Reactants: FC=1C=C(C=CC1OC1=C2C(=NC=C1)C=C(S2)C2=NC=C(C=C2)CNCCOC)NC(CC(=O)NC2=CC(=CC=C2)S(=O)(=O)C)=O (N1-(3-fluoro-4-(2-(5-((2-methoxyethylamino)methyl)pyridin-2-yl)thieno[3,2-b]pyridin-7-yloxy)phenyl)-N3-(3-(methylsulfonyl)phenyl)malonamide), C(C)(=O)OC(C)=O (acetic anhydride). Yields the product FC=1C=C(C=CC1OC1=C2C(=NC=C1)C=C(S2)C2=NC=C(C=C2)CN(C(C)=O)CCOC)NC(CC(=O)NC2=CC(=CC=C2)S(=O)(=O)C)=O (N1-(3-fluoro-4-(2-(5-((N-(2-methoxyethyl)acetamido)methyl)pyridin-2-yl)thieno[3,2-b]pyridin-7-yloxy)phenyl)-N3-(3-(methylsulfonyl)phenyl)malonamide). Reported procedure: A solution of compound 345 (18.5 mg, 0.028 mmol) in acetic anhydride (1.31 ml, 13.9 mmol) was stirred at room temperature for 60 h. The solvent was removed under reduced pressure and the residue was triturated with water for 3 h. The solid suspension was filtered, the precipitate was rinsed with water and dried under high vacuum to afford compound 346 (6.4 mg, 9.07 μmol, 32.5%) as a beige solid. 1H NMR (400 MHz, DMSO-d6) δ (ppm): mixture of rotamers, 10.64 (s, 1H), 10.60 (s, 1H), 8.55-8.49 (m, 2... As a reaction SMILES: [F:1][C:2]1[CH:3]=[C:4]([NH:30][C:31](=[O:46])[CH2:32][C:33]([NH:35][C:36]2[CH:41]=[CH:40][CH:39]=[C:38]([S:42]([CH3:45])(=[O:44])=[O:43])[CH:37]=2)=[O:34])[CH:5]=[CH:6][C:7]=1[O:8][C:9]1[CH:14]=[CH:13][N:12]=[C:11]2[CH:15]=[C:16]([C:18]3[CH:23]=[CH:22][C:21]([CH2:24][NH:25][CH2:26][CH2:27][O:28][CH3:29])=[CH:20][N:19]=3)[S:17][C:10]=12.[C:47](OC(=O)C)(=[O:49])[CH3:48]>>[F:1][C:2]1[CH:3]=[C:4]([NH:30][C:31](=[O:46])[CH2:32][C:33]([NH:35][C:36]2[CH:41]=[CH:40][CH:39]=[C:38]([S:42]([CH3:45])(=[O:43])=[O:44])[CH:37]=2)=[O:34])[CH:5]=[CH:6][C:7]=1[O:8][C:9]1[CH:14]=[CH:13][N:12]=[C:11]2[CH:15]=[C:16]([C:18]3[CH:23]=[CH:22][C:21]([CH2:24][N:25]([CH2:26][CH2:27][O:28][CH3:29])[C:47](=[O:49])[CH3:48])=[CH:20][N:19]=3)[S:17][C:10]=12. Reactants: C1(CCCCC1)N(C(=O)NC=1SC(=CN1)C=O)C1CCCCC1 (1,1-dicyclohexyl-3-(5-formyl-thiazol-2-yl)-urea), Cl.C(C)S(=O)(=O)N1CCNCC1 (ethanesulfonyl-piperazine hydrochloride), C(C)(=O)O[BH-](OC(C)=O)OC(C)=O.[Na+] (sodium triacetoxyborohydride). The product is C1(CCCCC1)N(C(=O)NC=1SC(=CN1)CN1CCN(CC1)S(=O)(=O)CC)C1CCCCC1 (1,1-Dicyclohexyl-3-[5-(4-ethanesulfonyl-1-piperazinyl methyl)-thiazol-2-yl]-urea). The yield is 44.2%. As a reaction SMILES: [CH:1]1([N:7]([CH:18]2[CH2:23][CH2:22][CH2:21][CH2:20][CH2:19]2)[C:8]([NH:10][C:11]2[S:12][C:13]([CH:16]=O)=[CH:14][N:15]=2)=[O:9])[CH2:6][CH2:5][CH2:4][CH2:3][CH2:2]1.Cl.[CH2:25]([S:27]([N:30]1[CH2:35][CH2:34][NH:33][CH2:32][CH2:31]1)(=[O:29])=[O:28])[CH3:26].C(O[BH-](OC(=O)C)OC(=O)C)(=O)C.[Na+]>>[CH:1]1([N:7]([CH:18]2[CH2:23][CH2:22][CH2:21][CH2:20][CH2:19]2)[C:8]([NH:10][C:11]2[S:12][C:13]([CH2:16][N:33]3[CH2:32][CH2:31][N:30]([S:27]([CH2:25][CH3:26])(=[O:28])=[O:29])[CH2:35][CH2:34]3)=[CH:14][N:15]=2)=[O:9])[CH2:6][CH2:5][CH2:4][CH2:3][CH2:2]1 |f:1.2,3.4|. Procedure details: Prepared as described in general procedure (P) using 1,1-dicyclohexyl-3-(5-formyl-thiazol-2-yl)-urea (100 mg, 0.30 mmol), ethanesulfonyl-piperazine hydrochloride (128 mg, 0.60 mmol) and sodium triacetoxyborohydride (83 mg, 0.39 mmol) to afford 66 mg (44%) of the desired product after purification. The reactants are CC(=O)O, FC(F)Oc1cnc(OC(c2ccccc2)(c2ccccc2)c2ccccc2)cc1OC1CCCC1, O. Yields the product OCc1cc(OC2CCCC2)c(OC(F)F)cn1. Reaction SMILES: [CH3:38][C:39]([OH:40])=[O:41].[CH:2]1([O:7][c:8]2[cH:9][c:10]([O:18][C:19]([c:20]3[cH:21][cH:22][cH:23][cH:24][cH:25]3)([c:26]3[cH:27][cH:28][cH:29][cH:30][cH:31]3)[c:32]3[cH:33][cH:34][cH:35][cH:36][cH:37]3)[n:11][cH:12][c:13]2[O:14][CH:15]([F:16])[F:17])[CH2:3][CH2:4][CH2:5][CH2:6]1.[OH2:1]>>[CH:2]1([O:7][c:8]2[cH:9][c:10]([CH2:39][OH:40])[n:11][cH:12][c:13]2[O:14][CH:15]([F:16])[F:17])[CH2:3][CH2:4][CH2:5][CH2:6]1. As a reaction SMILES: [C:53](=[O:54])([O-:55])[O-:56].[CH2:59]1[O:60][CH2:61][CH2:62][O:63][CH2:64]1.[CH3:26][C:27]1([CH3:28])[C:29]([CH3:30])([CH3:31])[O:32][B:33]([c:34]2[cH:35][n:36][n:37]([CH:39]3[CH2:40][CH2:41][N:42]([C:45](=[O:46])[O:47][C:48]([CH3:49])([CH3:50])[CH3:51])[CH2:43][CH2:44]3)[cH:38]2)[O:52]1.[F:1][C:2]([c:3]1[cH:4][c:5](-[c:13]2[cH:14][c:15]3[c:16]([c:17]([NH2:22])[n:18][cH:19][c:20]3[Br:21])[o:23]2)[cH:6][c:7]([C:9]([F:10])([F:11])[F:12])[cH:8]1)([F:24])[F:25].[Na+:57].[Na+:58].[OH2:65].[Pd:66]([Cl:67])[Cl:68].[c:69]1([P:70]([c:71]2[cH:72][cH:73][cH:74][cH:75][cH:76]2)[c:77]2[cH:78][cH:79][cH:80][cH:81][cH:82]2)[cH:83][cH:84][cH:85][cH:86][cH:87]1.[c:88]1([P:89]([c:90]2[cH:91][cH:92][cH:93][cH:94][cH:95]2)[c:96]2[cH:97][cH:98][cH:99][cH:100][cH:101]2)[cH:102][cH:103][cH:104][cH:105][cH:106]1>>[F:1][C:2]([c:3]1[cH:4][c:5](-[c:13]2[cH:14][c:15]3[c:16]([c:17]([NH2:22])[n:18][cH:19][c:20]3-[c:34]3[cH:35][n:36][n:37]([CH:39]4[CH2:40][CH2:41][N:42]([C:45](=[O:46])[O:47][C:48]([CH3:49])([CH3:50])[CH3:51])[CH2:43][CH2:44]4)[cH:38]3)[o:23]2)[cH:6][c:7]([C:9]([F:10])([F:11])[F:12])[cH:8]1)([F:24])[F:25]. Yields the product CC(C)(C)OC(=O)N1CCC(n2cc(-c3cnc(N)c4oc(-c5cc(C(F)(F)F)cc(C(F)(F)F)c5)cc34)cn2)CC1. Starting materials: O=C([O-])[O-], C1COCCO1, CC(C)(C)OC(=O)N1CCC(n2cc(B3OC(C)(C)C(C)(C)O3)cn2)CC1, Nc1ncc(Br)c2cc(-c3cc(C(F)(F)F)cc(C(F)(F)F)c3)oc12, [Na+], [Na+], O, Cl[Pd]Cl, c1ccc(P(c2ccccc2)c2ccccc2)cc1, c1ccc(P(c2ccccc2)c2ccccc2)cc1. Starting materials: Cl.C(C1=CC=CC=C1)NCCOC1=CC=C(C=C1)O (N-Benzyl-2-p-hydroxyphenoxyethylamine hydrochloride), [OH-].[Na+] (sodium hydroxide). Run in ClCCl (dichloromethane). The product is C(C1=CC=CC=C1)NCCOC1=CC=C(C=C1)O (N-benzyl-2-p-hydroxyphenoxyethylamine). Reaction SMILES: Cl.[CH2:2]([NH:9][CH2:10][CH2:11][O:12][C:13]1[CH:18]=[CH:17][C:16]([OH:19])=[CH:15][CH:14]=1)[C:3]1[CH:8]=[CH:7][CH:6]=[CH:5][CH:4]=1.[OH-].[Na+]>ClCCl>[CH2:2]([NH:9][CH2:10][CH2:11][O:12][C:13]1[CH:14]=[CH:15][C:16]([OH:19])=[CH:17][CH:18]=1)[C:3]1[CH:4]=[CH:5][CH:6]=[CH:7][CH:8]=1 |f:0.1,2.3|. Procedure details: N-Benzyl-2-p-hydroxyphenoxyethylamine hydrochloride (3.5 g) was shaken with 1M sodium hydroxide solution (20 ml) and dichloromethane (20 ml). The organic layer was separated and washed with water (10 ml), dried (MgSO4) and the solvent evaporated to give N-benzyl-2-p-hydroxyphenoxyethylamine as an oil.